This data is from the Open Reaction Database (ORD), a public repository of structured organic reaction records. The task is: describe an organic reaction: reactants, conditions, products, and yield Conditions: time 4 day. The reactants are C(C)(C)(C)OC(=O)N1C(CCC1)C(NC1=C(C=C(C=C1)C1=C(C=CC=C1)SC)C(F)(F)F)=O (2-(2′-Methylsulfanyl-3-trifluoromethyl-biphenyl-4-ylcarbamoyl)-pyrrolidine-1-carboxylic acid tert-butyl ester), C(C)#N (acetonitrile), OOS(=O)[O-].[K+] (oxone). Procedure details: 2-(2′-Methylsulfanyl-3-trifluoromethyl-biphenyl-4-ylcarbamoyl)-pyrrolidine-1-carboxylic acid tert-butyl ester (1.8 g, 3.7 mmol) was dissolved in 20 mL acetonitrile, and added oxone (4.6 g, 6.8 mmol) in one portion and stirred at ambient temperature 4 days and then concentrated. Redissolved in 100 mL EtOAc and 100 mL sat. NaHCO3, separated layers, washed organics with brine, dried with MgSO4, filtered and concentrated. Purified on a silica gel column eluted with 20% EtOAc in hexanes. Combined and... The product is C(C)(C)(C)OC(=O)N1C(CCC1)C(NC1=C(C=C(C=C1)C1=C(C=CC=C1)S(=O)(=O)C)C(F)(F)F)=O (2-(2′-Methanesulfonyl-3-trifluoromethyl-biphenyl-4-ylcarbamoyl)-pyrrolidine-1-carboxylic acid tert-butyl ester). As a reaction SMILES: [C:1]([O:5][C:6]([N:8]1[CH2:12][CH2:11][CH2:10][CH:9]1[C:13](=[O:33])[NH:14][C:15]1[CH:20]=[CH:19][C:18]([C:21]2[CH:26]=[CH:25][CH:24]=[CH:23][C:22]=2SC)=[CH:17][C:16]=1[C:29]([F:32])([F:31])[F:30])=[O:7])([CH3:4])([CH3:3])[CH3:2].O[O:35][S:36]([O-:38])=O.[K+].[C:40](#N)C>>[C:1]([O:5][C:6]([N:8]1[CH2:12][CH2:11][CH2:10][CH:9]1[C:13](=[O:33])[NH:14][C:15]1[CH:20]=[CH:19][C:18]([C:21]2[CH:22]=[CH:23][CH:24]=[CH:25][C:26]=2[S:36]([CH3:40])(=[O:38])=[O:35])=[CH:17][C:16]=1[C:29]([F:30])([F:31])[F:32])=[O:7])([CH3:2])([CH3:3])[CH3:4] |f:1.2|. Starting materials: N#CCBr, CCOC(C)=O, CN1CCCC1=O, CS(=O)(=O)c1c[nH]c2c(Cl)cccc12, [H-], [Na+], O. Yields the product CS(=O)(=O)c1cn(CC#N)c2c(Cl)cccc12. As a reaction SMILES: [Br:17][CH2:18][C:19]#[N:20].[C:21]([O:22][CH2:23][CH3:24])(=[O:25])[CH3:26].[CH3:28][N:29]1[CH2:30][CH2:31][CH2:32][C:33]1=[O:34].[Cl:1][c:2]1[cH:3][cH:4][cH:5][c:6]2[c:7]([S:11](=[O:12])(=[O:13])[CH3:14])[cH:8][nH:9][c:10]12.[H-:15].[Na+:16].[OH2:27]>>[Cl:1][c:2]1[cH:3][cH:4][cH:5][c:6]2[c:7]([S:11](=[O:12])(=[O:13])[CH3:14])[cH:8][n:9]([CH2:18][C:19]#[N:20])[c:10]12.